Dataset: the Open Reaction Database (ORD), a public repository of structured organic reaction records. Task: describe an organic reaction: reactants, conditions, products, and yield Reactants: ClS(=O)(=O)N=C=O (chlorosulfonyl-isocyanate), CNS(=O)(=O)C1=CC=CC=C1 (benzenesulfonic acid methylamide). Run in ClC1=CC=CC=C1 (chlorobenzene). Reaction conditions: temperature 120 celsius. Product: C1(=CC=CC=C1)S(=O)(=O)N(S(=O)(=O)N=C=O)C (phenylsulfonyl-methylaminosulfonylisocyanate). Isolated yield 58.7%. As a reaction SMILES: Cl[S:2]([N:5]=[C:6]=[O:7])(=[O:4])=[O:3].[CH3:8][NH:9][S:10]([C:13]1[CH:18]=[CH:17][CH:16]=[CH:15][CH:14]=1)(=[O:12])=[O:11]>ClC1C=CC=CC=1>[C:13]1([S:10]([N:9]([CH3:8])[S:2]([N:5]=[C:6]=[O:7])(=[O:4])=[O:3])(=[O:12])=[O:11])[CH:14]=[CH:15][CH:16]=[CH:17][CH:18]=1. Procedure: 44 g (0.31 mole) of chlorosulfonyl-isocyanate are added to a solution of 50 g (0.29 mole) of benzenesulfonic acid methylamide in 150 ml of chlorobenzene, and the whole is heated at 120°C for 4 hours with agitation. The distillation yields 47 g (58 %) of phenylsulfonyl-methylaminosulfonylisocyanate having a boiling point of 125° -128°C/ 0.03 torr. RXN SMILES: [CH2:1]([CH3:2])[N:3]1[C:4](=[O:27])[CH:5]([CH2:25][CH3:26])[N:6]([S:14](=[O:15])(=[O:16])[c:17]2[cH:18][cH:19][c:20]([O:23][CH3:24])[cH:21][cH:22]2)[c:7]2[cH:8][cH:9][c:10]([F:13])[cH:11][c:12]21.[CH2:28]([CH:29]1[N:30]([S:31]([c:32]2[cH:33][cH:34][c:35]([OH:36])[cH:37][cH:38]2)(=[O:39])=[O:40])[c:41]2[c:42]([cH:43][c:44]([F:45])[cH:46][cH:47]2)[N:48]([CH3:49])[C:50]1=[O:51])[CH3:52]>>[CH2:1]([CH3:2])[N:3]1[C:4](=[O:27])[CH:5]([CH2:25][CH3:26])[N:6]([S:14](=[O:15])(=[O:16])[c:17]2[cH:18][cH:19][c:20]([OH:23])[cH:21][cH:22]2)[c:7]2[cH:8][cH:9][c:10]([F:13])[cH:11][c:12]21. Reactants: CCC1C(=O)N(CC)c2cc(F)ccc2N1S(=O)(=O)c1ccc(OC)cc1, CCC1C(=O)N(C)c2cc(F)ccc2N1S(=O)(=O)c1ccc(O)cc1. The product is CCC1C(=O)N(CC)c2cc(F)ccc2N1S(=O)(=O)c1ccc(O)cc1.